This data is from the Open Reaction Database (ORD), a public repository of structured organic reaction records. The task is: describe an organic reaction: reactants, conditions, products, and yield RXN SMILES: [C:9]([CH3:10])([CH3:11])([CH3:12])[Si:13]([O:14][CH2:15][CH2:16][CH2:17][CH2:18][n:19]1[c:20](-[c:28]2[cH:29][n:30][cH:31][cH:32][cH:33]2)[cH:21][c:22]2[cH:23][cH:24][cH:25][cH:26][c:27]12)([c:34]1[cH:35][cH:36][cH:37][cH:38][cH:39]1)[c:40]1[cH:41][cH:42][cH:43][cH:44][cH:45]1.[CH3:46][CH2:47][OH:48].[Cl:1][N:2]1[C:3](=[O:4])[CH2:5][CH2:6][C:7]1=[O:8].[OH2:49]>>[Cl:1][c:21]1[c:20](-[c:28]2[cH:29][n:30][cH:31][cH:32][cH:33]2)[n:19]([CH2:18][CH2:17][CH2:16][CH2:15][O:14][Si:13]([C:9]([CH3:10])([CH3:11])[CH3:12])([c:34]2[cH:35][cH:36][cH:37][cH:38][cH:39]2)[c:40]2[cH:41][cH:42][cH:43][cH:44][cH:45]2)[c:27]2[c:22]1[cH:23][cH:24][cH:25][cH:26]2. Yields the product CC(C)(C)[Si](OCCCCn1c(-c2cccnc2)c(Cl)c2ccccc21)(c1ccccc1)c1ccccc1. Starting materials: CC(C)(C)[Si](OCCCCn1c(-c2cccnc2)cc2ccccc21)(c1ccccc1)c1ccccc1, CCO, O=C1CCC(=O)N1Cl, O. Reaction conditions: temperature 85 celsius, time 24 hour. The reagents and catalysts are CC(C)(C)C1=CC=C(C=C1)C2=CC=C(C=C2)C(C)(C)C, C(=O)([O-])[O-].[Na+].[Na+], C1=CC=C(C=C1)P(C2=CC=CC=C2)C3=CC=CC=C3.C1=CC=C(C=C1)P(C2=CC=CC=C2)C3=CC=CC=C3.C1=CC=C(C=C1)P(C2=CC=CC=C2)C3=CC=CC=C3.C1=CC=C(C=C1)P(C2=CC=CC=C2)C3=CC=CC=C3.[Pd]. Isolated yield 76.0%. The product is C12=C(NC=C2)C=C(C3=CN=C4C=CC=CC4=C3)C=C1. Starting materials: CC(C(C)(C)O1)(C)OB1C2=CN=C(C=CC=C3)C3=C2, BrC1=CC2=C(C=C1)C=CN2. Run in COCCOC, O (water), COCCOC. Reactants: C=Cc1cc(CNC(=O)OC(C)(C)C)cc(C(F)(F)F)c1NS(C)(=O)=O, ClCCl, O=C(O)C(F)(F)F. The product is C=Cc1cc(CN)cc(C(F)(F)F)c1NS(C)(=O)=O. As a reaction SMILES: [C:1]([O:2][C:3](=[O:4])[NH:7][CH2:8][c:9]1[cH:10][c:11]([C:22]([F:23])([F:24])[F:25])[c:12]([NH:17][S:18](=[O:19])(=[O:20])[CH3:21])[c:13]([CH:15]=[CH2:16])[cH:14]1)([CH3:5])([CH3:6])[CH3:26].[CH2:34]([Cl:35])[Cl:36].[F:27][C:28]([F:29])([F:30])[C:31]([OH:32])=[O:33]>>[NH2:7][CH2:8][c:9]1[cH:10][c:11]([C:22]([F:23])([F:24])[F:25])[c:12]([NH:17][S:18](=[O:19])(=[O:20])[CH3:21])[c:13]([CH:15]=[CH2:16])[cH:14]1. Conditions: time 10 minute. The solvent is C(C)N(CC)CC (triethylamine). As a reaction SMILES: [NH2:1][CH:2]1[CH2:7][CH2:6][N:5]([CH2:8][C@H:9]2[N:19]3[C:20]4[N:11]([C:12](=[O:22])[CH:13]=[CH:14][C:15]=4[CH:16]=[CH:17][C:18]3=[O:21])[CH2:10]2)[CH2:4][CH2:3]1.[O:23]1[C:28]2=[CH:29][N:30]=[C:31]([CH:33]=O)[CH:32]=[C:27]2[CH2:26][CH2:25][CH2:24]1.[BH-](OC(C)=O)(OC(C)=O)OC(C)=O.[Na+].C([O-])(O)=O.[Na+].C(Cl)(Cl)[Cl:55].CO>C(N(CC)CC)C>[ClH:55].[O:23]1[C:28]2=[CH:29][N:30]=[C:31]([CH2:33][NH:1][CH:2]3[CH2:3][CH2:4][N:5]([CH2:8][C@H:9]4[N:19]5[C:20]6[N:11]([C:12](=[O:22])[CH:13]=[CH:14][C:15]=6[CH:16]=[CH:17][C:18]5=[O:21])[CH2:10]4)[CH2:6][CH2:7]3)[CH:32]=[C:27]2[CH2:26][CH2:25][CH2:24]1 |f:2.3,4.5,6.7,9.10|. Reactants: NC1CCN(CC1)C[C@@H]1CN2C(C=CC=3C=CC(N1C23)=O)=O ((1R)-1-[(4-amino-1-piperidinyl)methyl]-1,2-dihydro-4H,9H-imidazo[1,2,3-ij]-1,8-naphthyridine-4,9-dione), C(=O)(O)[O-].[Na+] (NaHCO3), C(Cl)(Cl)Cl.CO (chloroform methanol), O1CCCC=2C1=CN=C(C2)C=O (3,4-dihydro-2H-pyrano[2,3-c]pyridine-6-carbaldehyde), [BH-](OC(=O)C)(OC(=O)C)OC(=O)C.[Na+] (NaBH(OAc)3). Product: Cl.O1CCCC=2C1=CN=C(C2)CNC2CCN(CC2)C[C@@H]2CN1C(C=CC=3C=CC(N2C13)=O)=O ((1R)-1-({4-[(3,4-Dihydro-2H-pyrano[2,3-c]pyridin-6-ylmethyl)amino]-1-piperidinyl}methyl)-1,2-dihydro-4H,9H-imidazo[1,2,3-ij]-1,8-naphthyridine-4,9-dione hydrochloride). The yield is 32.0%. Procedure details: A suspension of (1R)-1-[(4-amino-1-piperidinyl)methyl]-1,2-dihydro-4H,9H-imidazo[1,2,3-ij]-1,8-naphthyridine-4,9-dione (for a preparation see Example 5(j)) (51 mg, 0.14 mmol) in chloroform:methanol (9:1, 3 ml) at rt under argon was treated with triethylamine (0.06 ml) and stirred at rt for 10 min. The solution was then treated with 3,4-dihydro-2H-pyrano[2,3-c]pyridine-6-carbaldehyde (for a synthesis see WO2004058144, Example 126(e)) (21 mg, 0.133 mmol) and stirred for a further 2 h. The solution... Product: CC(C)c1ccc(OC(Cc2ccc(OCCNC(=O)c3ccc(-c4ccccc4)nc3)cc2)C(=O)O)cc1. The reactants are CCOC(=O)C(Cc1ccc(OCCNC(=O)c2ccc(-c3ccccc3)nc2)cc1)Oc1ccc(C(C)C)cc1, [Na+], [OH-]. As a reaction SMILES: [CH:1]([CH3:2])([CH3:3])[c:4]1[cH:5][cH:6][c:7]([O:8][CH:9]([C:10](=[O:11])[O:12][CH2:13][CH3:14])[CH2:15][c:16]2[cH:17][cH:18][c:19]([O:22][CH2:23][CH2:24][NH:25][C:26](=[O:27])[c:28]3[cH:29][cH:30][c:31](-[c:34]4[cH:35][cH:36][cH:37][cH:38][cH:39]4)[n:32][cH:33]3)[cH:20][cH:21]2)[cH:40][cH:41]1.[Na+:43].[OH-:42]>>[CH:1]([CH3:2])([CH3:3])[c:4]1[cH:5][cH:6][c:7]([O:8][CH:9]([C:10](=[O:11])[OH:12])[CH2:15][c:16]2[cH:17][cH:18][c:19]([O:22][CH2:23][CH2:24][NH:25][C:26](=[O:27])[c:28]3[cH:29][cH:30][c:31](-[c:34]4[cH:35][cH:36][cH:37][cH:38][cH:39]4)[n:32][cH:33]3)[cH:20][cH:21]2)[cH:40][cH:41]1.